From a dataset of the Open Reaction Database (ORD), a public repository of structured organic reaction records. describe an organic reaction: reactants, conditions, products, and yield Starting materials: C(C)(=O)NC=1C=C(OC2=C(C(=O)OC)C=CC=C2)C=CC1 (methyl 2-(3-acetamidophenoxy)benzoate), [OH-].[Na+] (NaOH), Cl (HCl). Run in O1CCOCC1 (dioxane). Conditions: time 72 hour. Product: C(C)(=O)NC=1C=C(OC2=C(C(=O)O)C=CC=C2)C=CC1 (2-(3-Acetamidophenoxy)benzoic Acid). The yield is 49.2%. As a reaction SMILES: [C:1]([NH:4][C:5]1[CH:6]=[C:7]([CH:19]=[CH:20][CH:21]=1)[O:8][C:9]1[CH:18]=[CH:17][CH:16]=[CH:15][C:10]=1[C:11]([O:13]C)=[O:12])(=[O:3])[CH3:2].[OH-].[Na+].Cl>O1CCOCC1>[C:1]([NH:4][C:5]1[CH:6]=[C:7]([CH:19]=[CH:20][CH:21]=1)[O:8][C:9]1[CH:18]=[CH:17][CH:16]=[CH:15][C:10]=1[C:11]([OH:13])=[O:12])(=[O:3])[CH3:2] |f:1.2|. Procedure: To a stirred solution of methyl 2-(3-acetamidophenoxy)benzoate (4.7 g crude mixture) in dioxane (100 mL) was added 1.0 N NaOH (24 mL). After stirring at RT for 72 hr the reaction was acidified with 1.0 N HCl (24 mL) and extracted with EtOAc. The combined organic layers were washed with brine, dried (Mg SO4), and concentrated. The residue was purified by flash chromatography on silica gel (95:4:1 CHCl3/MeOH/AcOH) to give the crude title compound (2.2 g, 34%) as a beige solid: MS (ES) m/e 272.2 (M... Starting materials: COC1=C(C=C(C=C1)[N+](=O)[O-])NC(C=C)=O (N-(2-methoxy-5-nitrophenyl)-acrylamide), FeSO4, [OH-].[Na+] (NaOH). Reagents/catalysts: [Fe] (iron). Solvent: O (water), CCOC(=O)C (EtOAc), O (water). Run at time 3 hour. Yields the product NC=1C=CC(=C(C1)NC(C=C)=O)OC (N-(5-amino-2-methoxyphenyl)-acrylamide). Reaction SMILES: [CH3:1][O:2][C:3]1[CH:8]=[CH:7][C:6]([N+:9]([O-])=O)=[CH:5][C:4]=1[NH:12][C:13](=[O:16])[CH:14]=[CH2:15].[OH-].[Na+]>CCOC(C)=O.O.[Fe]>[NH2:9][C:6]1[CH:7]=[CH:8][C:3]([O:2][CH3:1])=[C:4]([NH:12][C:13](=[O:16])[CH:14]=[CH2:15])[CH:5]=1 |f:1.2|. Reported procedure: A mixture of N-(2-methoxy-5-nitro-phenyl)-acrylamide (Step 1) (335 mg, 1.51 mmol), iron powder (0.51 g, 9.0 mmol), FeSO4 (839 mg, 3.02 mmol), Celite® (0.3 g) and water (9 mL) was heated to reflux with stirring for 3 h. The reaction mixture was cooled to RT. The solution was made basic to pH 13-14 by the addition of 2 N NaOH. The reaction mixture was diluted with EtOAc and water. The solution was filtered to remove the solids and solids were washed with EtOAc. The aqueous layer was extracted thre... Starting materials: C(CC)N1C(=O)N(C=2N=CNC2C1=O)CCC (1,3-dipropyl-xanthine), ClCP(C)(C)=O (chloromethyldimethylphosphine oxide). The product is C(CC)N1C(=O)N(C=2N=CN(C2C1=O)CP(C)(C)=O)CCC ([1-(1,3-Dipropylxanthin-7-yl)methyl]dimethylphosphine Oxide). RXN SMILES: [CH2:1]([N:4]1[C:13](=[O:14])[C:12]2[NH:11][CH:10]=[N:9][C:8]=2[N:7]([CH2:15][CH2:16][CH3:17])[C:5]1=[O:6])[CH2:2][CH3:3].Cl[CH2:19][P:20](=[O:23])([CH3:22])[CH3:21]>>[CH2:1]([N:4]1[C:13](=[O:14])[C:12]2[N:11]([CH2:19][P:20](=[O:23])([CH3:22])[CH3:21])[CH:10]=[N:9][C:8]=2[N:7]([CH2:15][CH2:16][CH3:17])[C:5]1=[O:6])[CH2:2][CH3:3]. Reported procedure: The title substance was prepared from 5 g (0.0186 mol) of 1,3-dipropyl-xanthine and 2.8 g (0.0224 mol) of chloromethyldimethylphosphine oxide analogously to Example 67. The reactants are CN1[C@@H](CCC1)C1=NN=C2N1C=C(C=C2)O[C@@H]2CC[C@@H](C1=CC=CC=C21)N ((1S,4R)-4-[3-((S)-1-Methyl-pyrrolidin-2-yl)-[1,2,4]triazolo[4,3-a]pyridin-6-yloxy]-1,2,3,4-tetrahydro-naphthalen-1-ylamine), ClC(COC(NC=1N(N=C(C1)C(C)(C)C)C1=CC(=CC=C1)SCCO)=O)(Cl)Cl ({5-tert-Butyl-2-[3-(2-hydroxy-ethylsulfanyl)-phenyl]-2H-pyrazol-3-yl}-carbamic acid 2,2,2-trichloro-ethyl ester), CCN(C(C)C)C(C)C (DIPEA). Solvent: O1CCOCC1 (1,4-dioxane). Conditions: temperature 90 celsius, time 4 hour. The product is C(C)(C)(C)C=1C=C(N(N1)C1=CC(=CC=C1)SCCO)NC(=O)N[C@H]1CC[C@H](C2=CC=CC=C12)OC=1C=CC=2N(C1)C(=NN2)[C@H]2N(CCC2)C (1-{5-tert-Butyl-2-[3-(2-hydroxy-ethylsulfanyl)-phenyl]-2H-pyrazol-3-yl}-3-{(1S,4R)-4-[3-((S)-1-methyl-pyrrolidin-2-yl)-[1,2,4]triazolo[4,3-a]pyridin-6-yloxy]-1,2,3,4-tetrahydro-naphthalen-1-yl}-urea). RXN SMILES: [CH3:1][N:2]1[CH2:6][CH2:5][CH2:4][C@H:3]1[C:7]1[N:11]2[CH:12]=[C:13]([O:16][C@H:17]3[C:26]4[C:21](=[CH:22][CH:23]=[CH:24][CH:25]=4)[C@@H:20]([NH2:27])[CH2:19][CH2:18]3)[CH:14]=[CH:15][C:10]2=[N:9][N:8]=1.ClC(Cl)(Cl)C[O:31][C:32](=O)[NH:33][C:34]1[N:35]([C:43]2[CH:48]=[CH:47][CH:46]=[C:45]([S:49][CH2:50][CH2:51][OH:52])[CH:44]=2)[N:36]=[C:37]([C:39]([CH3:42])([CH3:41])[CH3:40])[CH:38]=1.CCN(C(C)C)C(C)C>O1CCOCC1>[C:39]([C:37]1[CH:38]=[C:34]([NH:33][C:32]([NH:27][C@@H:20]2[C:21]3[C:26](=[CH:25][CH:24]=[CH:23][CH:22]=3)[C@H:17]([O:16][C:13]3[CH:14]=[CH:15][C:10]4[N:11]([C:7]([C@@H:3]5[CH2:4][CH2:5][CH2:6][N:2]5[CH3:1])=[N:8][N:9]=4)[CH:12]=3)[CH2:18][CH2:19]2)=[O:31])[N:35]([C:43]2[CH:48]=[CH:47][CH:46]=[C:45]([S:49][CH2:50][CH2:51][OH:52])[CH:44]=2)[N:36]=1)([CH3:42])([CH3:40])[CH3:41]. Reported procedure: A mixture of Intermediate 5c (109 mg, 0.3 mmol) and Intermediate 35c (140 mg, 0.3 mmol) in 1,4-dioxane (3 mL) and DIPEA (78 μL, 0.45 mmol) was stirred at 90° C. for 4 h. The cooled mixture was concentrated in vacuo. The residue was purified by FCC, using 0-14% MeOH in DCM, to give the title compound as an off-white powder after freeze-drying (115 mg, 56%). LCMS (Method 5): Rt 3.47 min, m/z 681 [MH+]. 1H NMR (400 MHz, d6-DMSO): 1.28 (9H, s), 1.83-2.26 (11H, m), 2.31-2.39 (1H, m), 3.04 (2H, t, J 6...